Task: describe an organic reaction: reactants, conditions, products, and yield. Dataset: the Open Reaction Database (ORD), a public repository of structured organic reaction records The reactants are OCC(C(=O)O)(C)CO (3-hydroxy-2-hydroxymethyl-2-methylpropionic acid), COC(C)(C)OC (dimethoxypropane). The reagents and catalysts are C([O-])(O)=O.[Na+] (sodium bicarbonate), O.C1(=CC=C(C=C1)S(=O)(=O)O)C (p-toluenesulfonic acid hydrate). Solvent: CC(=O)C (acetone). Conditions: time 2.5 hour. Product: CC1(OCC(CO1)(C(=O)O)C)C (2,2,5-trimethyl-1,3-dioxane5-carboxylic acid). The yield is 90.4%. Reaction SMILES: [OH:1][CH2:2][C:3]([CH2:8][OH:9])([CH3:7])[C:4]([OH:6])=[O:5].CO[C:12](OC)([CH3:14])[CH3:13]>O.C1(C)C=CC(S(O)(=O)=O)=CC=1.C(=O)(O)[O-].[Na+].CC(C)=O>[CH3:13][C:12]1([CH3:14])[O:9][CH2:8][C:3]([CH3:7])([C:4]([OH:6])=[O:5])[CH2:2][O:1]1 |f:2.3,4.5|. Procedure details: To a mixture of 3-hydroxy-2-hydroxymethyl-2-methylpropionic acid (6.71 g, 50 mmol), dimethoxypropane (7.99 mL, 65 mmol) and acetone (50 mL), p-toluenesulfonic acid hydrate (0.048 g, 0.25 mmol) was added and the resulting mixture was stirred at room temperature for 2.5 hours. After the reaction was completed, sodium bicarbonate (0.1 g) was added to the reaction mixture, and the resulting mixture was stirred at room temperature for 5 minutes and concentrated in vacuo. To the resulting residue was ... Reactants: CC#Cc1ccc(NC(=O)c2ccccc2NCc2ccc(OC)nc2)cc1C(F)(F)F, C[Si](C)(C)I, CO, ClC(Cl)Cl. The product is CC#Cc1ccc(NC(=O)c2ccccc2NCc2ccc(=O)[nH]c2)cc1C(F)(F)F. Reaction SMILES: [CH3:1][O:2][c:3]1[cH:4][cH:5][c:6]([CH2:9][NH:10][c:11]2[c:12]([C:13](=[O:14])[NH:15][c:16]3[cH:17][c:18]([C:25]([F:26])([F:27])[F:28])[c:19]([C:22]#[C:23][CH3:24])[cH:20][cH:21]3)[cH:29][cH:30][cH:31][cH:32]2)[cH:7][n:8]1.[CH3:33][Si:34]([I:35])([CH3:36])[CH3:37].[CH3:38][OH:39].[CH:40]([Cl:41])([Cl:42])[Cl:43]>>[O:2]=[c:3]1[cH:4][cH:5][c:6]([CH2:9][NH:10][c:11]2[c:12]([C:13](=[O:14])[NH:15][c:16]3[cH:17][c:18]([C:25]([F:26])([F:27])[F:28])[c:19]([C:22]#[C:23][CH3:24])[cH:20][cH:21]3)[cH:29][cH:30][cH:31][cH:32]2)[cH:7][nH:8]1. Reactants: [N-]=C=O (Isocyanate), C(C)#N (acetonitrile), N1CCCCC1 (piperidine), C(C)#N (acetonitrile), C(C1=CC=CC=C1)I (benzyl iodide), [Br-] (bromide), C(C)#N (acetonitrile). Solvent: C(C(C)[*:2])[*:1] (polypropylene). Conditions: time 1 hour. Yields the product N1CCC(CC1)C=1C=C(C=CC1)NC(CC)=O (N-[3-(4-PIPERIDINYL)PHENYL]PROPANAMIDE). Reaction SMILES: [NH:1]1[CH2:6][CH2:5][CH2:4][CH2:3][CH2:2]1.C(I)[C:8]1[CH:13]=[CH:12][CH:11]=[CH:10][CH:9]=1.[Br-].[N-:16]=[C:17]=[O:18].[C:19](#N)[CH3:20]>>[NH:1]1[CH2:6][CH2:5][CH:4]([C:12]2[CH:13]=[C:8]([NH:16][C:17](=[O:18])[CH2:19][CH3:20])[CH:9]=[CH:10][CH:11]=2)[CH2:3][CH2:2]1. Reported procedure: The library was constructed in polypropylene Robbins 46 well plates Reactor Blocks. In the initial incubation period, each well was charged with PS-TBD resin (from Argonaut Technologies, 0.280 mmol, 2.50 eq, 200 mg), and piperidine (0.120 mmol, 1.10 eq) in acetonitrile (0.500 mL) and agitated for 1 h. A solution of benzyl iodide or bromide (0.110 mmol, 1.00 eq) in acetonitrile (0.500 mL) was added to each well followed by additional acetonitrile (1.00 mL) to make a total volume of 2.00 mL and th... Starting materials: CCc1ccc(NC(C)=O)cc1, CC(=O)OC(C)=O, CC(=O)O, O, O=[N+]([O-])O. The product is CCc1ccc(NC(C)=O)c([N+](=O)[O-])c1. Reaction SMILES: [CH2:5]([CH3:6])[c:7]1[cH:8][cH:9][c:10]([NH:11][C:12]([CH3:13])=[O:14])[cH:15][cH:16]1.[CH3:18][C:19]([O:20][C:21](=[O:22])[CH3:23])=[O:24].[CH3:25][C:26](=[O:27])[OH:28].[OH2:17].[OH:1][N+:2]([O-:3])=[O:4]>>[O-:1][N+:2](=[O:4])[c:9]1[cH:8][c:7]([CH2:5][CH3:6])[cH:16][cH:15][c:10]1[NH:11][C:12]([CH3:13])=[O:14]. Solvent: IMS, O (water). Reagents/catalysts: [Pd] (Palladium on carbon). Isolated yield 76.3%. As a reaction SMILES: [N+:1]([C:4]1[CH:9]=[CH:8][CH:7]=[CH:6][C:5]=1[C:10]1[CH2:11][CH2:12][N:13]([C:16](=[O:18])[CH3:17])[CH2:14][CH:15]=1)([O-])=O.C([O-])=O.[NH4+]>O.[Pd]>[NH2:1][C:4]1[CH:9]=[CH:8][CH:7]=[CH:6][C:5]=1[CH:10]1[CH2:11][CH2:12][N:13]([C:16](=[O:18])[CH3:17])[CH2:14][CH2:15]1 |f:1.2|. The reactants are [N+](=O)([O-])C1=C(C=CC=C1)C=1CCN(CC1)C(C)=O (1-[4-(2-Nitro-phenyl)-3,6-dihydro-2H-pyridin-1-yl]ethanone), C(=O)[O-].[NH4+] (ammonium formate). The product is NC1=C(C=CC=C1)C1CCN(CC1)C(C)=O (1-[4-(2-Amino-phenyl)-piperidin-1-yl]ethanone). Procedure: 1-[4-(2-Nitro-phenyl)-3,6-dihydro-2H-pyridin-1-yl]ethanone (0.43 g, 1.8 mmol) was dissolved in a solution of ammonium formate (1.13 g, 18 mmol) in IMS (20 mL) and water (20 mL). Palladium on carbon (10% w/w, 0.2 g) was then added and the mixture heated at reflux for 1 hour. The solution was filtered and then the solvent removed by evaporation under vacuum. The residue was dissolved in ethyl acetate (50 mL) and the resulting solution washed with saturated aqueous sodium hydrogen carbonate solutio... Starting materials: FC(CCO)([N+](=O)[O-])[N+](=O)[O-] (3-fluoro-3,3-dinitropropanol), FS(=C(C(F)(F)F)O)F (pentafluorothioacetic acid). Yields the product FS(=C(C(F)(F)F)OCCC([N+](=O)[O-])([N+](=O)[O-])F)F (3-fluoro-3,3-dinitropropyl pentafluorothioacetate). Isolated yield 83.0%. Reaction SMILES: [F:1][C:2]([N+:9]([O-:11])=[O:10])([N+:6]([O-:8])=[O:7])[CH2:3][CH2:4][OH:5].[F:12][S:13]([F:20])=[C:14](O)[C:15]([F:18])([F:17])[F:16]>>[F:12][S:13]([F:20])=[C:14]([O:5][CH2:4][CH2:3][C:2]([F:1])([N+:9]([O-:11])=[O:10])[N+:6]([O-:8])=[O:7])[C:15]([F:18])([F:17])[F:16]. Procedure details: Using a method similar to example 12, 3-fluoro-3,3-dinitropropanol and pentafluorothioacetic acid were reacted to form 3-fluoro-3,3-dinitropropyl pentafluorothioacetate (83% yield) mp 28° C.; Starting materials: [Na] (Sodium), Cl.OC1[C@H](N)[C@@H](O)[C@H](O)[C@H](O1)CO (D-glucosamine hydrochloride), C(C)(=O)C1C(C2=CC=CC(=C2C1=O)[N+](=O)[O-])=O (2-acetyl-4-nitroindane-1,3-dion). Procedure: Sodium (126 mg, 5.47 mmol) was added to abs. methanol (50 ml) and the reaction mixture was stirred for 5 min. D-glucosamine hydrochloride (1.18 g, 5.47 mmol) was added to the resulting clear solution and the reaction mixture was stirred at room temperature for another 5 min. 2-acetyl-4-nitroindane-1,3-dion (1.91 g, 8.21 mmol) was added and the reaction mixture was stirred under reflux for 5 hours. The solution was cooled and the product was filtered off. The solid was washed with MeOH (10 ml), e... Run at time 5 minute. RXN SMILES: [Na].Cl.[OH:3][CH:4]1[O:12][C@H:11]([CH2:13][OH:14])[C@@H:9]([OH:10])[C@H:7]([OH:8])[C@H:5]1[NH2:6].[C:15]([CH:18]1[C:26](=[O:27])[C:25]2[C:20](=[CH:21][CH:22]=[CH:23][C:24]=2[N+:28]([O-:30])=[O:29])[C:19]1=[O:31])(=O)[CH3:16]>CO>[N+:28]([C:24]1[CH:23]=[CH:22][CH:21]=[C:20]2[C:25]=1[C:26](=[O:27])[C:18](=[C:15]([NH:6][C@@H:5]1[C@@H:7]([OH:8])[C@H:9]([OH:10])[C@@H:11]([CH2:13][OH:14])[O:12][CH:4]1[OH:3])[CH3:16])[C:19]2=[O:31])([O-:30])=[O:29] |f:1.2,^1:0|. Yields the product [N+](=O)([O-])C1=C2C(C(C(C2=CC=C1)=O)=C(C)N[C@H]1C(O)O[C@@H]([C@H]([C@@H]1O)O)CO)=O (2-Deoxy-2-[1-(4-nitro-1,3-dioxoindan-2-ylidene)-ethylamino]-D-glucopyranose). Solvent: CO (methanol). Isolated yield 51.0%.